describe an organic reaction: reactants, conditions, products, and yield From a dataset of the Open Reaction Database (ORD), a public repository of structured organic reaction records. The reactants are CCO, O=C[O-], [NH4+], COC(=O)CC(C)c1ccc(NC(=O)Cc2ccc([N+](=O)[O-])c(O)c2)nc1. Yields the product COC(=O)CC(C)c1ccc(NC(=O)Cc2ccc(N)c(O)c2)nc1. RXN SMILES: [CH3:32][CH2:33][OH:34].[CH:1]([O-:2])=[O:3].[NH4+:4].[OH:5][c:6]1[cH:7][c:8]([CH2:15][C:16](=[O:17])[NH:18][c:19]2[cH:20][cH:21][c:22]([CH:25]([CH2:26][C:27](=[O:28])[O:29][CH3:30])[CH3:31])[cH:23][n:24]2)[cH:9][cH:10][c:11]1[N+:12]([O-:13])=[O:14]>>[OH:5][c:6]1[cH:7][c:8]([CH2:15][C:16](=[O:17])[NH:18][c:19]2[cH:20][cH:21][c:22]([CH:25]([CH2:26][C:27](=[O:28])[O:29][CH3:30])[CH3:31])[cH:23][n:24]2)[cH:9][cH:10][c:11]1[NH2:12]. Starting materials: CC1=C(OC2=C1C(=CC=C2)OCCCNCC=2C=NC=CC2)COC=2C=CC1=C(C=C(O1)CO)C2 ([5-[3-methyl-4-[3-[(pyridin-3-ylmethyl)-amino]-propoxyl]-benzofuran-2-ylmethoxyl]-benzofuran-2-yl]-methanol), C(=O)([O-])[O-].[K+].[K+] (K2CO3), C(C1=CC=CC=C1)OC(=O)Cl (benzyloxycarbonyl chloride). The solvent is C1CCOC1.O (THF H2O). Reaction conditions: time 3 hour. The product is C(C)OCC=1OC2=C(C1)C=C(C=C2)OCC=2OC1=C(C2C)C(=CC=C1)OCCCNCC=1C=NC=CC1 ([3-[2-(2-Ethoxymethyl-benzofuran-5-yloxymethyl)-3-methyl-benzofuran-4-yloxy]-propyl]-pyridin-3-ylmethyl-amine). RXN SMILES: [CH3:1][C:2]1[C:6]2[C:7]([O:11][CH2:12][CH2:13][CH2:14][NH:15][CH2:16][C:17]3[CH:18]=[N:19][CH:20]=[CH:21][CH:22]=3)=[CH:8][CH:9]=[CH:10][C:5]=2[O:4][C:3]=1[CH2:23][O:24][C:25]1[CH:26]=[CH:27][C:28]2[O:32][C:31]([CH2:33][OH:34])=[CH:30][C:29]=2[CH:35]=1.C([O-])([O-])=O.[K+].[K+].[CH2:42](OC(Cl)=O)[C:43]1C=CC=CC=1>C1COCC1.O>[CH2:42]([O:34][CH2:33][C:31]1[O:32][C:28]2[CH:27]=[CH:26][C:25]([O:24][CH2:23][C:3]3[O:4][C:5]4[CH:10]=[CH:9][CH:8]=[C:7]([O:11][CH2:12][CH2:13][CH2:14][NH:15][CH2:16][C:17]5[CH:18]=[N:19][CH:20]=[CH:21][CH:22]=5)[C:6]=4[C:2]=3[CH3:1])=[CH:35][C:29]=2[CH:30]=1)[CH3:43] |f:1.2.3,5.6|. Procedure details: To a solution of the compound in Example 40 (15 mg, 0.03 mmol) in anhydrous THF/H2O were added K2CO3 and benzyloxycarbonyl chloride (3 eq), the mixture was stirred for 3 hours. The crude mixture was purified over SiO2 column. The product was dissolved in anhydrous DMF (2 ml), NaH (5 mg) was added. The mixture was stirred for 10 minutes. Ethyl bromide (excess) was added to the reaction flask. The mixture was stirred for one hour. The crude product was hydrogenated over 10% Pd/C in MeOH to give th... The reactants are OCC(O)CO (glycerol), ten. The reagents and catalysts are [Pt] (platinum). The solvent is O (water). Conditions: time 2 day. Yields the product OCC(=O)[C@@H](O)[C@@H](O)CO (L-ribulose). RXN SMILES: [OH:1][CH2:2][CH:3]([CH2:5][OH:6])[OH:4]>[Pt].O>[OH:1][CH2:2][C:3]([C@H:5]([C@H:2]([CH2:3][OH:4])[OH:1])[OH:6])=[O:4]. Procedure details: One hundred ml aliquots of a nutrient culture medium, consisting of 2 w/v % trypton soya broth, one w/v % glycerol and deionized water, were distributed to ten 500-ml shaking flasks, followed by autoclaving the flasks at 120° C. for 20 min. Thereafter, the flasks were cooled and inoculated with a seed culture of Gluconobacter frateurii (IFO 3254) using a platinum loop, followed by incubation at 30° C. for 2 days under shaking conditions. After completion of the culture, the cells were collected ...